Dataset: the Open Reaction Database (ORD), a public repository of structured organic reaction records. Task: describe an organic reaction: reactants, conditions, products, and yield Starting materials: FC1=CC=C(C=C1)C(O)(C1CCNCC1)C1=CC=C(C=C1)F (α,α-bis-(p-fluorophenyl)-4-piperidinemethanol), ClCCC1CN(C(O1)=O)C1=CC=CC=C1 (5-(2-chloroethyl)-3-phenyl-2oxazolidinone), C([O-])([O-])=O.[Na+].[Na+] (sodium carbonate), [I-].[K+] (potassium iodide), Cl (hydrochloride). The solvent is C(CCC)O (1-butanol). Product: Cl.FC1=CC=C(C=C1)C(C1CCN(CC1)CCC1CN(C(O1)=O)C1=CC=CC=C1)(O)C1=CC=C(C=C1)F (5-[2-[4-[Bis(4-fluorophenyl)hydroxymethyl)-1-piperidinyl]ethyl]-3-phenyl-2-oxazolidinone hydrochloride). Yield: 79.4%. Reaction SMILES: [F:1][C:2]1[CH:7]=[CH:6][C:5]([C:8]([C:16]2[CH:21]=[CH:20][C:19]([F:22])=[CH:18][CH:17]=2)([CH:10]2[CH2:15][CH2:14][NH:13][CH2:12][CH2:11]2)[OH:9])=[CH:4][CH:3]=1.[Cl:23][CH2:24][CH2:25][CH:26]1[O:30][C:29](=[O:31])[N:28]([C:32]2[CH:37]=[CH:36][CH:35]=[CH:34][CH:33]=2)[CH2:27]1.C(=O)([O-])[O-].[Na+].[Na+].[I-].[K+].Cl>C(O)CCC>[ClH:23].[F:1][C:2]1[CH:7]=[CH:6][C:5]([C:8]([C:16]2[CH:17]=[CH:18][C:19]([F:22])=[CH:20][CH:21]=2)([OH:9])[CH:10]2[CH2:11][CH2:12][N:13]([CH2:24][CH2:25][CH:26]3[O:30][C:29](=[O:31])[N:28]([C:32]4[CH:37]=[CH:36][CH:35]=[CH:34][CH:33]=4)[CH2:27]3)[CH2:14][CH2:15]2)=[CH:4][CH:3]=1 |f:2.3.4,5.6,9.10|. Reported procedure: This compound was prepared according to the procedure of Example 1. A mixture of 4.6 g (0.015 mole) of α,α-bis-(p-fluorophenyl)-4-piperidinemethanol, 3.4 g (0.015 mole) of 5-(2-chloroethyl)-3-phenyl-2oxazolidinone, 5.3 g (0.05 mole) of anhydrous sodium carbonate and 0.4 g of potassium iodide in 100 ml of 1-butanol gave a gum as residue. The gum was converted to the hydrochloride and the solid was recrystallized from absolute ethanol to yield 6.3 g (30%) of white solid, m.p. 148°-156° C., with de... The reactants are Cl (hydrochloric acid), [BH4-].[Na+] (sodium borohydride), ClC1=CC=C(C=C1)N1CCC2(OCCO2)CC1 (8-(4-chlorophenyl)-1,4-dioxa-8-azaspiro[4.5]decane), Cl (hydrochloric acid), O (water). Run in CO (methanol), C(C)O (ethanol). Run at time 30 minute. The product is ClC1=CC=C(C=C1)N1CCC(CC1)O (1-(4-chlorophenyl)piperidin-4-ol). Yield: 79.7%. As a reaction SMILES: [Cl:1][C:2]1[CH:7]=[CH:6][C:5]([N:8]2[CH2:17][CH2:16][C:11]3(OCC[O:12]3)[CH2:10][CH2:9]2)=[CH:4][CH:3]=1.Cl.O.[BH4-].[Na+]>CO.C(O)C>[Cl:1][C:2]1[CH:7]=[CH:6][C:5]([N:8]2[CH2:9][CH2:10][CH:11]([OH:12])[CH2:16][CH2:17]2)=[CH:4][CH:3]=1 |f:3.4|. Reported procedure: A mixture of 8-(4-chlorophenyl)-1,4-dioxa-8-azaspiro[4.5]decane (2.6 g, 10.25 mmol), concentrated hydrochloric acid (12 ml), water (10 ml), and ethanol (50 ml) was heated under reflux for 5 hours. The reaction mixture was allowed to return to room temperature and concentrated under reduced pressure. To the residue 10% sodium hydroxide aqueous solution was added, and the mixture was extracted with methylene chloride. The extract was washed with water and brine, and dried over magnesium sulfate. A... Reactants: C(C=C)OC1=C(C=NC=2C(CCCC12)SC=1NC2=C(N1)C=CC=C2)C (4-allyloxy-8-(2-benzimidazolyl)thio-3-methyl-5,6,7,8-tetrahydroquinoline), ClC1=CC(=CC=C1)C(=O)OO (meta-chloroperbenzoic acid). The solvent is C(Cl)Cl (methylene chloride), C(Cl)Cl (methylene chloride). Reaction conditions: temperature 60 celsius, time 20 minute. The product is C(C=C)OC1=C(C=NC=2C(CCCC12)S(=O)C=1NC2=C(N1)C=CC=C2)C (4-allyloxy-8-(2-benzimidazolyl)sulfinyl-3-methyl-5,6,7,8-tetrahydroquinoline). Reaction SMILES: [CH2:1]([O:4][C:5]1[C:14]2[CH2:13][CH2:12][CH2:11][CH:10]([S:15][C:16]3[NH:17][C:18]4[CH:24]=[CH:23][CH:22]=[CH:21][C:19]=4[N:20]=3)[C:9]=2[N:8]=[CH:7][C:6]=1[CH3:25])[CH:2]=[CH2:3].ClC1C=CC=C(C(OO)=[O:34])C=1>C(Cl)Cl>[CH2:1]([O:4][C:5]1[C:14]2[CH2:13][CH2:12][CH2:11][CH:10]([S:15]([C:16]3[NH:20][C:19]4[CH:21]=[CH:22][CH:23]=[CH:24][C:18]=4[N:17]=3)=[O:34])[C:9]=2[N:8]=[CH:7][C:6]=1[CH3:25])[CH:2]=[CH2:3]. Reported procedure: 0.7 Gram of 4-allyloxy-8-(2-benzimidazolyl)thio-3-methyl-5,6,7,8-tetrahydroquinoline was dissolved in 30 ml of methylene chloride, then this solution was cooled to -50° to 31 60° C., next to this solution was added dropwise a solution prepared by dissolving 0.43 g of 80%-meta-chloroperbenzoic acid in 10 ml of methylene chloride, and the reaction mixture was stirred for 20 minutes at the above-mentioned temperature. After the reaction was completed, the reaction mixture was washed with an aqueous... The reactants are C[Si](C)(C)CCOCN(COCC[Si](C)(C)C)c1cc(C2CCC(=CC#N)CC2)nc2ccnn12, C[Si](C)(C)CCOCN(COCC[Si](C)(C)C)c1cc(C2CCC(=O)C2)nc2ccnn12, C[Si](C)(C)CCOCN(COCC[Si](C)(C)C)c1cc(C2CCC(=O)CC2)nc2ccnn12. The product is C[Si](C)(C)CCOCN(COCC[Si](C)(C)C)c1cc(C2CCC(=CC#N)C2)nc2ccnn12. Reaction SMILES: [CH3:1][Si:2]([CH2:3][CH2:4][O:5][CH2:6][N:7]([c:8]1[cH:9][c:10]([CH:17]2[CH2:18][CH2:19][C:20](=[CH:23][C:24]#[N:25])[CH2:21][CH2:22]2)[n:11][c:12]2[n:13]1[n:14][cH:15][cH:16]2)[CH2:26][O:27][CH2:28][CH2:29][Si:30]([CH3:31])([CH3:32])[CH3:33])([CH3:34])[CH3:35].[CH3:36][Si:37]([CH3:38])([CH3:39])[CH2:40][CH2:41][O:42][CH2:43][N:44]([CH2:45][O:46][CH2:47][CH2:48][Si:49]([CH3:50])([CH3:51])[CH3:52])[c:53]1[n:54]2[n:55][cH:56][cH:57][c:58]2[n:59][c:60]([CH:61]2[CH2:62][CH2:63][C:64](=[O:65])[CH2:66]2)[cH:67]1.[CH3:68][Si:69]([CH3:70])([CH3:71])[CH2:72][CH2:73][O:74][CH2:75][N:76]([CH2:77][O:78][CH2:79][CH2:80][Si:81]([CH3:82])([CH3:83])[CH3:84])[c:85]1[n:86]2[n:87][cH:88][cH:89][c:90]2[n:91][c:92]([CH:93]2[CH2:94][CH2:95][C:96](=[O:97])[CH2:98][CH2:99]2)[cH:100]1>>[CH3:1][Si:2]([CH2:3][CH2:4][O:5][CH2:6][N:7]([c:8]1[cH:9][c:10]([CH:17]2[CH2:18][CH2:19][C:20](=[CH:23][C:24]#[N:25])[CH2:22]2)[n:11][c:12]2[n:13]1[n:14][cH:15][cH:16]2)[CH2:26][O:27][CH2:28][CH2:29][Si:30]([CH3:31])([CH3:32])[CH3:33])([CH3:34])[CH3:35]. Reactants: BrCCCBr, O=C([O-])[O-], CC#N, [Cs+], [Cs+], Oc1ccccc1F. Yields the product Fc1ccccc1OCCCBr. Reaction SMILES: [Br:9][CH2:10][CH2:11][CH2:12][Br:13].[C:14](=[O:15])([O-:16])[O-:17].[CH3:20][C:21]#[N:22].[Cs+:18].[Cs+:19].[F:1][c:2]1[c:3]([OH:8])[cH:4][cH:5][cH:6][cH:7]1>>[F:1][c:2]1[c:3]([O:8][CH2:12][CH2:11][CH2:10][Br:9])[cH:4][cH:5][cH:6][cH:7]1.